Dataset: the Open Reaction Database (ORD), a public repository of structured organic reaction records. Task: describe an organic reaction: reactants, conditions, products, and yield Reactants: Nc1ncccc1Oc1ccc(C(F)(F)F)cc1Br, CC(=O)[O-], CCO, [H][H], [Na+]. Yields the product Nc1ncccc1Oc1ccc(C(F)(F)F)cc1. As a reaction SMILES: [Br:1][c:2]1[c:3]([O:4][c:5]2[c:6]([NH2:11])[n:7][cH:8][cH:9][cH:10]2)[cH:12][cH:13][c:14]([C:16]([F:17])([F:18])[F:19])[cH:15]1.[C:20]([O-:21])(=[O:22])[CH3:23].[CH3:27][CH2:28][OH:29].[H:25][H:26].[Na+:24]>>[cH:2]1[c:3]([O:4][c:5]2[c:6]([NH2:11])[n:7][cH:8][cH:9][cH:10]2)[cH:12][cH:13][c:14]([C:16]([F:17])([F:18])[F:19])[cH:15]1.